Dataset: the Open Reaction Database (ORD), a public repository of structured organic reaction records. Task: describe an organic reaction: reactants, conditions, products, and yield Reaction SMILES: [O:26]1[CH2:27][CH2:28][CH2:29][CH2:30]1.[OH:1][CH2:2][C:3]([O:4][c:5]1[c:6]([CH2:16][CH2:17][c:18]2[cH:19][cH:20][cH:21][cH:22][cH:23]2)[c:7]2[c:12]([cH:13][cH:14]1)[CH:11]([OH:15])[CH2:10][CH2:9][CH2:8]2)([CH3:24])[CH3:25]>>[OH:1][CH2:2][C:3]([O:4][c:5]1[c:6]([CH2:16][CH2:17][c:18]2[cH:19][cH:20][cH:21][cH:22][cH:23]2)[c:7]2[c:12]([cH:13][cH:14]1)[C:11](=[O:15])[CH2:10][CH2:9][CH2:8]2)([CH3:24])[CH3:25]. Yields the product CC(C)(CO)Oc1ccc2c(c1CCc1ccccc1)CCCC2=O. Starting materials: C1CCOC1, CC(C)(CO)Oc1ccc2c(c1CCc1ccccc1)CCCC2O.